Task: describe an organic reaction: reactants, conditions, products, and yield. Dataset: the Open Reaction Database (ORD), a public repository of structured organic reaction records Starting materials: C(C)OC(=O)C=C1CCN(CC1)C(=O)OC(C)(C)C (tert-butyl 4-(ethoxycarbonylmethylene)piperidine-1-carboxylate), [H-].C(C(C)C)[Al+]CC(C)C.C1(=CC=CC=C1)C (diisobutylaluminum hydride toluene), [H-].C(C(C)C)[Al+]CC(C)C (diisobutylaluminum hydride), CO (methanol). The solvent is C1(=CC=CC=C1)C (toluene), O (water). Run at temperature -78 celsius, time 1 hour. Product: OCC=C1CCN(CC1)C(=O)OC(C)(C)C (tert butyl 4-(2-hydroxyethylidene)-piperidine-1-carboxylate). As a reaction SMILES: C([O:3][C:4]([CH:6]=[C:7]1[CH2:12][CH2:11][N:10]([C:13]([O:15][C:16]([CH3:19])([CH3:18])[CH3:17])=[O:14])[CH2:9][CH2:8]1)=O)C.[H-].C([Al+]CC(C)C)C(C)C.C1(C)C=CC=CC=1.CO.[H-].C([Al+]CC(C)C)C(C)C>C1(C)C=CC=CC=1.O>[OH:3][CH2:4][CH:6]=[C:7]1[CH2:8][CH2:9][N:10]([C:13]([O:15][C:16]([CH3:19])([CH3:18])[CH3:17])=[O:14])[CH2:11][CH2:12]1 |f:1.2.3,5.6|. Procedure: To a solution of 19.901 g (73.888 mM) of tert-butyl 4-(ethoxycarbonylmethylene)piperidine-1-carboxylate in 100 ml of toluene was added 123 ml (185 mM) of 1.5 M diisobutylaluminum hydride-toluene at −78° C. and the mixture was stirred at −78° C. for 1 hour. Then, methanol was added at −78° C. and the mixture was stirred for 0.5 hour to decompose the excess diisobutylaluminum hydride. Then, water was added under ice-cooling and the mixture was stirred for 2 hours. The resulting precipitate was fil... Reactants: OC(=O)C(F)(F)F.N1CC(C1)NC(CNC1=NN(C2=CC=C(C=C12)C(F)(F)F)C)=O (N-Azetidin-3-yl-2-(1-methyl-5-trifluoromethyl-1H-indazol-3-ylamino)-acetamide TFA salt), C(C)(C)(C)OC(NC1CCC(CC1)=O)=O ((4-oxo-cyclohexyl)-carbamic acid tert-butyl ester). Yields the product C(C)(C)(C)OC(NC1CCC(CC1)N1CC(C1)NC(CNC1=NN(C2=CC=C(C=C12)C(F)(F)F)C)=O)=O ((4-{3-[2-(1-Methyl-5-trifluoromethyl-1H-indazol-3-ylamino)-acetylamino]-azetidin-1-yl}-cyclohexyl)-carbamic acid tert-butyl ester). As a reaction SMILES: OC(C(F)(F)F)=O.[NH:8]1[CH2:11][CH:10]([NH:12][C:13](=[O:30])[CH2:14][NH:15][C:16]2[C:24]3[C:19](=[CH:20][CH:21]=[C:22]([C:25]([F:28])([F:27])[F:26])[CH:23]=3)[N:18]([CH3:29])[N:17]=2)[CH2:9]1.[C:31]([O:35][C:36](=[O:45])[NH:37][CH:38]1[CH2:43][CH2:42][C:41](=O)[CH2:40][CH2:39]1)([CH3:34])([CH3:33])[CH3:32]>>[C:31]([O:35][C:36](=[O:45])[NH:37][CH:38]1[CH2:39][CH2:40][CH:41]([N:8]2[CH2:9][CH:10]([NH:12][C:13](=[O:30])[CH2:14][NH:15][C:16]3[C:24]4[C:19](=[CH:20][CH:21]=[C:22]([C:25]([F:27])([F:26])[F:28])[CH:23]=4)[N:18]([CH3:29])[N:17]=3)[CH2:11]2)[CH2:42][CH2:43]1)([CH3:34])([CH3:32])[CH3:33] |f:0.1|. Reported procedure: The title compound was prepared as a white solid from reaction of N-azetidin-3-yl-2-(1-methyl-5-trifluoromethyl-1H-indazol-3-ylamino)-acetamide TFA salt (as prepared in Example 18, Step D) and (4-oxo-cyclohexyl)-carbamic acid tert-butyl ester using the procedure described in Step E of Example 1. Reactants: [H-].[Na+] (sodium hydride), [I-].C[S+](=O)(C)C (trimethylsulfoxonium iodide), C(C)(C)(C)C1=C(C=C(C=C1)CCC=O)NC(CC1C2=CC=CC=C2OC=2C=CC=CC12)=O (N-[2-t-butyl-5-(3-oxopropyl)phenyl]-2-(9H-xanthen-9-yl)acetamide). The solvent is C(C)(=O)OCC (ethyl acetate), O1CCCC1 (tetrahydrofuran). Conditions: time 30 minute. Yields the product C(C)(C)(C)C1=C(C=C(C=C1)CCC1OC1)NC(CC1C2=CC=CC=C2OC=2C=CC=CC12)=O (N-{2-t-Butyl-5-[2-(oxiran-2-yl)ethyl]phenyl}-2-(9H-xanthen-9-yl)acetamide). Yield: 64.7%. Reaction SMILES: [H-].[Na+].[I-].[CH3:4][S+](C)(C)=O.[C:9]([C:13]1[CH:18]=[CH:17][C:16]([CH2:19][CH2:20][CH:21]=[O:22])=[CH:15][C:14]=1[NH:23][C:24](=[O:40])[CH2:25][CH:26]1[C:39]2[CH:38]=[CH:37][CH:36]=[CH:35][C:34]=2[O:33][C:32]2[C:27]1=[CH:28][CH:29]=[CH:30][CH:31]=2)([CH3:12])([CH3:11])[CH3:10]>O1CCCC1.C(OCC)(=O)C>[C:9]([C:13]1[CH:18]=[CH:17][C:16]([CH2:19][CH2:20][CH:21]2[CH2:4][O:22]2)=[CH:15][C:14]=1[NH:23][C:24](=[O:40])[CH2:25][CH:26]1[C:39]2[CH:38]=[CH:37][CH:36]=[CH:35][C:34]=2[O:33][C:32]2[C:27]1=[CH:28][CH:29]=[CH:30][CH:31]=2)([CH3:12])([CH3:10])[CH3:11] |f:0.1,2.3|. Procedure: A suspension of 690 mg (15.8 mmol) of sodium hydride (as a 55% w/w dispersion in mineral oil, which had previously been washed with hexane) in 10 ml of dimethyl sulfoxide was stirred for 30 minutes, after which 2.66 g (12.1 mmol) of trimethylsulfoxonium iodide were added. The resulting mixture was stirred for 1 hour at 40° C., and then a solution of 4.50 g (10.5 mmol) of N-[2-t-butyl-5-(3-oxopropyl)phenyl]-2-(9H-xanthen-9-yl)acetamide (prepared as described in Preparation 19) in 25 ml of tetrahy... Starting materials: C1=CC=CC=2C3C4=CC=CC=C4C(C12)(C3)C(=O)N (9,10-dihydro-9,10-methanoanthracene-9-carboxamide), S(=O)(Cl)Cl (thionyl chloride). Run in C1(=CC=CC=C1)C (toluene). Yields the product C1=CC=CC=2C3C4=CC=CC=C4C(C12)(C3)C#N (9,10-dihydro-9,10-methanoanthracene-9-carbonitrile). As a reaction SMILES: [CH:1]1[C:14]2[C:13]3([C:16]([NH2:18])=O)[CH2:15][CH:6]([C:7]4[C:12]3=[CH:11][CH:10]=[CH:9][CH:8]=4)[C:5]=2[CH:4]=[CH:3][CH:2]=1.S(Cl)(Cl)=O>C1(C)C=CC=CC=1>[CH:11]1[C:12]2[C:13]3([C:16]#[N:18])[CH2:15][CH:6]([C:5]4[C:14]3=[CH:1][CH:2]=[CH:3][CH:4]=4)[C:7]=2[CH:8]=[CH:9][CH:10]=1. Reported procedure: A solution of 9,10-dihydro-9,10-methanoanthracene-9-carboxamide (30 mg) and thionyl chloride (0.15 ml) in toluene (1 ml) was refluxed for 18 hours. Evaporation of toluene and excess thionyl chloride gave 9,10-dihydro-9,10-methanoanthracene-9-carbonitrile. M.P. 120°-123° C. The reactants are NC=1C=NC=CC1 (3-aminopyridine), C(OCC)(OCC)OCC (triethyl orthoformate). Solvent: Cl (hydrogen chloride). The product is imido ester, N1=CC(=CC=C1)N=COCC (ethyl N-(3-pyridyl)-formimidate). Reaction SMILES: [NH2:1][C:2]1[CH:3]=[N:4][CH:5]=[CH:6][CH:7]=1.[CH:8](OCC)(OCC)[O:9][CH2:10][CH3:11]>Cl>[N:4]1[CH:5]=[CH:6][CH:7]=[C:2]([N:1]=[CH:8][O:9][CH2:10][CH3:11])[CH:3]=1. Procedure: A solution of 3-aminopyridine (20.0 g, 0.21 m) in excess triethyl orthoformate (100 ml) and ethanolic hydrogen chloride (0.3 ml) was heated under reflux for 72 hours. Ethanol and excess triethyl orthoformate were then removed by distillation over a period of 5 hours. Solid potassium carbonate (100 mg) was added to the residue, and the lasttraces of triethyl orthoformate were removed in vacuo. The residue was then distilled under reduced pressure to yield the desired imido ester, ethyl N-(3-pyrid...